This data is from the Open Reaction Database (ORD), a public repository of structured organic reaction records. The task is: describe an organic reaction: reactants, conditions, products, and yield The reactants are CC1(OC(C(C1)C1C(C(=CC1)C)(C)C)C)C (2,2,5-Trimethyl-4-(2,2,3-trimethylcyclopent-3-en-1-yl)tetrahydrofuran). The reagents and catalysts are [Pd] (Pd on carbon). The product is CC1(OC(C(C1)C1C(C(CC1)C)(C)C)C)C (2,2,5-Trimethyl-4-(2,2,3-trimethylcyclopent-1-yl)tetrahydrofuran). The yield is 100.0%. Reaction SMILES: [CH3:1][C:2]1([CH3:16])[CH2:6][CH:5]([CH:7]2[CH2:11][CH:10]=[C:9]([CH3:12])[C:8]2([CH3:14])[CH3:13])[CH:4]([CH3:15])[O:3]1>[Pd]>[CH3:1][C:2]1([CH3:16])[CH2:6][CH:5]([CH:7]2[CH2:11][CH2:10][CH:9]([CH3:12])[C:8]2([CH3:14])[CH3:13])[CH:4]([CH3:15])[O:3]1. Procedure details: The tetrahydrofuran mixture from Example 13, 35.5 g at 96.7% (0.154 mole) was hydrogenated at 60 psi at 40-50° C. using 0.75 g of 5% Pd on carbon. The crude product, 35.7 g, was distilled to yield 34.4 g of purified product (100% yield). BP 53° C./0.04 mmHg; 1H-NMR (300 MHz), spectra consistent with assigned structures. 13C-NMR (75 MHz), spectra consistent with assigned structures. IR (Neat), 2990, 1490, 1130, 1110 cm-1 ; MS (m/e), 209 (M+ -15), 110, 96 (Base);